This data is from the Open Reaction Database (ORD), a public repository of structured organic reaction records. The task is: describe an organic reaction: reactants, conditions, products, and yield The reactants are N1(CCOCC1)C=1N=C(NC(C1)=O)CC(=O)[O-].[Na+] (sodium [4-(morpholin-4-yl)-6-oxo-1,6-dihydropyrimidin-2-yl]acetate), ClC=1C=C(N)C=C(C1F)Cl (3,5-dichloro-4-fluoroaniline). Yields the product ClC=1C=C(C=C(C1F)Cl)NC(CC=1NC(C=C(N1)N1CCOCC1)=O)=O (N-(3,5-dichloro-4-fluorophenyl)-2-[4-(morpholin-4-yl)-6-oxo-1,6-dihydropyrimidin-2-yl]acetamide). The yield is 64.9%. Reaction SMILES: [N:1]1([C:7]2[N:8]=[C:9]([CH2:14][C:15]([O-:17])=O)[NH:10][C:11](=[O:13])[CH:12]=2)[CH2:6][CH2:5][O:4][CH2:3][CH2:2]1.[Na+].[Cl:19][C:20]1[CH:21]=[C:22]([CH:24]=[C:25]([Cl:28])[C:26]=1[F:27])[NH2:23]>>[Cl:19][C:20]1[CH:21]=[C:22]([NH:23][C:15](=[O:17])[CH2:14][C:9]2[NH:10][C:11](=[O:13])[CH:12]=[C:7]([N:1]3[CH2:2][CH2:3][O:4][CH2:5][CH2:6]3)[N:8]=2)[CH:24]=[C:25]([Cl:28])[C:26]=1[F:27] |f:0.1|. Procedure: The product is prepared according to the procedure described in Example 5, using 260 mg of sodium [4-(morpholin-4-yl)-6-oxo-1,6-dihydropyrimidin-2-yl]acetate and 360 mg of 3,5-dichloro-4-fluoroaniline in place of the 2,4-difluoroaniline. 259 mg of N-(3,5-dichloro-4-fluorophenyl)-2-[4-(morpholin-4-yl)-6-oxo-1,6-dihydropyrimidin-2-yl]acetamide are obtained in the form of a white solid, the characteristics of which are the following: Starting materials: OCCBr, ClCCl, Nc1ccccc1OC(F)(F)F. Yields the product OCCNc1ccccc1OC(F)(F)F. Reaction SMILES: [Br:13][CH2:14][CH2:15][OH:16].[Cl:17][CH2:18][Cl:19].[F:1][C:2]([O:3][c:4]1[c:5]([NH2:6])[cH:7][cH:8][cH:9][cH:10]1)([F:11])[F:12]>>[F:1][C:2]([O:3][c:4]1[c:5]([NH:6][CH2:14][CH2:15][OH:16])[cH:7][cH:8][cH:9][cH:10]1)([F:11])[F:12]. The reactants are COC(C[N+](=O)[O-])OC (1,1-dimethoxy-2-nitroethane), O1CC=CC1 (2,5-dihydro-furan). The product is COC(C1=NO[C@H]2[C@@H]1COC2)OC ((3aS,6aS)-rel-3-dimethoxymethyl-3a,4,6,6a-tetrahydro-furo[3,4-d]isoxazole). RXN SMILES: [CH3:1][O:2][CH:3]([O:8][CH3:9])[CH2:4][N+:5]([O-:7])=O.[O:10]1[CH2:14][CH:13]=[CH:12][CH2:11]1>>[CH3:9][O:8][CH:3]([O:2][CH3:1])[C:4]1[C@H:12]2[CH2:11][O:10][CH2:14][C@H:13]2[O:7][N:5]=1. Procedure: Starting from the commercially available 1,1-dimethoxy-2-nitroethane (CAS69425-53-2) and 2,5-dihydro-furan following general procedure A, the product (3aS,6aS)-rel-3-dimethoxymethyl-3a,4,6,6a-tetrahydro-furo[3,4-d]isoxazole was obtained as a light brown oil. The reactants are NC1=C(C(=O)OC)C=C(C=C1)Br (methyl 2-amino-5-bromobenzoate), S1C(=CC=C1)[Li] (2-thienyllithium). Product: NC1=C(C=C(C=C1)Br)C(O)(C=1SC=CC1)C=1SC=CC1 ((2-Amino-5-bromophenyl)(dithien-2-yl)methanol). RXN SMILES: [NH2:1][C:2]1[CH:11]=[CH:10][C:9]([Br:12])=[CH:8][C:3]=1[C:4]([O:6]C)=O.[S:13]1[CH:17]=[CH:16][CH:15]=[C:14]1[Li]>>[NH2:1][C:2]1[CH:11]=[CH:10][C:9]([Br:12])=[CH:8][C:3]=1[C:4]([C:14]1[S:13][CH:17]=[CH:16][CH:15]=1)([C:14]1[S:13][CH:17]=[CH:16][CH:15]=1)[OH:6]. Procedure details: Prepared from methyl 2-amino-5-bromobenzoate and 2-thienyllithium using the procedure similar to example 6. 1H-NMR (CDCl3) δ 7.35 (dd, J=5.3, 1.1 Hz, 2H), 7.26 (dd, J=8.4, 2.3 Hz, 1H), 6.98 (m, 2H), 6.82 (d, J=2.3 Hz, 1H), 6.79 (m, 2H), 6.62 (d, J=8.4 Hz, 1H), 5.45 (br s, 1H), 3.86 (br s, 2H); Anal. Calc. For C15H12BrNOS2: C, 49.18, H, 3.30; N, 3.82. Found: C, 49.62, H, 3.47; N, 3.60. The reactants are C1(=CC=C(C=C1)S(=O)(=O)O)C (p-toluenesulphonic acid), [Si](C)(C)(C(C)(C)C)OCC1CC(CC(O1)=O)O (6-t-Butyldimethylsilyloxymethyl-4-hydroxytetrahydropyran-2-one), O (water). Solvent: C1(=CC=CC=C1)C (toluene). The product is [Si](C)(C)(C(C)(C)C)OCC1CC=CC(O1)=O (6-t-butyl dimethylsilyloxymethyl-5,6-dihydropyran-2-one). Reaction SMILES: [Si:1]([O:8][CH2:9][CH:10]1[O:15][C:14](=[O:16])[CH2:13][CH:12](O)[CH2:11]1)([C:4]([CH3:7])([CH3:6])[CH3:5])([CH3:3])[CH3:2].C1(C)C=CC(S(O)(=O)=O)=CC=1.O>C1(C)C=CC=CC=1>[Si:1]([O:8][CH2:9][CH:10]1[O:15][C:14](=[O:16])[CH:13]=[CH:12][CH2:11]1)([C:4]([CH3:7])([CH3:6])[CH3:5])([CH3:3])[CH3:2]. Procedure: 6-t-Butyldimethylsilyloxymethyl-4-hydroxytetrahydropyran-2-one (1.0 parts) was dissolved in toluene and p-toluenesulphonic acid (0.1 parts) was added. The reaction mixture was heated at reflux with removal of water via a Dean and Stark apparatus. The cooled reaction mixture was then washed with water and evaporated to give 6-t-butyl dimethylsilyloxymethyl-5,6-dihydropyran-2-one (0.3 parts). Reaction SMILES: [Cl:1][C:2]1[C:3]([O:11][CH2:12][C:13]([F:16])([F:15])[F:14])=[CH:4][C:5]([C:8]([OH:10])=O)=[N:6][CH:7]=1.[NH2:17][C:18]1([CH2:22][C:23]([N:25]([CH3:27])[CH3:26])=[O:24])[CH2:21][O:20][CH2:19]1>>[CH3:27][N:25]([CH3:26])[C:23]([CH2:22][C:18]1([NH:17][C:8]([C:5]2[CH:4]=[C:3]([O:11][CH2:12][C:13]([F:16])([F:15])[F:14])[C:2]([Cl:1])=[CH:7][N:6]=2)=[O:10])[CH2:19][O:20][CH2:21]1)=[O:24]. The product is CN(C(=O)CC1(COC1)NC(=O)C1=NC=C(C(=C1)OCC(F)(F)F)Cl)C (5-Chloro-4-(2,2,2-trifluoro-ethoxy)-pyridine-2-carboxylic acid (3-dimethylcarbamoylmethyl-oxetan-3-yl)-amide). Starting materials: ClC=1C(=CC(=NC1)C(=O)O)OCC(F)(F)F (5-Chloro-4-(2,2,2-trifluoro-ethoxy)-pyridine-2-carboxylic acid), NC1(COC1)CC(=O)N(C)C (2-(3-Amino-oxetan-3-yl)-N,N-dimethyl-acetamide). Procedure: The title compound was synthesized in analogy to Example 23b, using 5-Chloro-4-(2,2,2-trifluoro-ethoxy)-pyridine-2-carboxylic acid (Example 24c) and 2-(3-Amino-oxetan-3-yl)-N,N-dimethyl-acetamide as starting materials and isolated (4 mg, 5%) as colorless oil; MS (ESI, m/z): 396.4 (M+H+). Starting materials: FC=1C=C(C=CC1)C=1C=CC(=NC1)/C=C/C=O ((E)-3-[5-(3-fluorophenyl)pyridin-2-yl]propenal), CC1CC(CC(C1)=O)=O (5-methylcyclohexane-1,3-dione), NC1=CC=NN1.C1CC1NC(=O)C (5-amino-1H-pyrazole 3-cyclopropyl methylcarboxamide). Product: FC=1C=C(C=CC1)C=1C=CC(=NC1)/C=C/C1C2=C(NC=3CC(CC(C13)=O)C)NN=C2.C1CC1CC(=O)N (4-{(E)-2-[5-(3-Fluorophenyl)pyridin-2-yl]vinyl}-7-methyl-5-oxo-4,5,6,7,8,9-hexahydro-1H-pyrazolo[3,4-b]quinoline 3-cyclopropylmethylcarboxamide). Reaction SMILES: [F:1][C:2]1[CH:3]=[C:4]([C:8]2[CH:9]=[CH:10][C:11](/[CH:14]=[CH:15]/[CH:16]=[O:17])=[N:12][CH:13]=2)[CH:5]=[CH:6][CH:7]=1.[CH3:18][CH:19]1[CH2:24][C:23](=O)[CH2:22][C:21](=[O:26])[CH2:20]1.[NH2:27][C:28]1[NH:32][N:31]=[CH:30][CH:29]=1.C1C([NH:36]C(C)=O)C1>>[F:1][C:2]1[CH:3]=[C:4]([C:8]2[CH:9]=[CH:10][C:11](/[CH:14]=[CH:15]/[CH:16]3[C:22]4[C:21](=[O:26])[CH2:20][CH:19]([CH3:18])[CH2:24][C:23]=4[NH:27][C:28]4[NH:32][N:31]=[CH:30][C:29]3=4)=[N:12][CH:13]=2)[CH:5]=[CH:6][CH:7]=1.[CH2:11]1[CH:14]([CH2:15][C:16]([NH2:36])=[O:17])[CH2:10]1 |f:2.3,4.5|. Procedure details: The title compound is prepared as a mixture of diastereomers according to procedure A from 200 mg of (E)-3-[5-(3-fluorophenyl)pyridin-2-yl]propenal, 111 mg of 5-methylcyclohexane-1,3-dione and 159 mg of 5-amino-1H-pyrazole-3-cyclopropyl methylcarboxamide. The reactants are COC=1C=C2C(=CC=NC2=CC1OC)OC1=C(C=C(C=C1)N)C (4-(6,7-dimethoxy-quinolin-4-yloxy)-3-methylphenylamine), FC1=CC=C(C=C1)N1C(NC=C(C1=O)C(=O)O)=O (3-(4-fluorophenyl)-2,4-dioxo-1,2,3,4-tetrahydropyrimidine-5-carboxylic acid). Product: COC=1C=C2C(=CC=NC2=CC1OC)OC1=C(C=C(C=C1)NC(=O)C=1C(N(C(NC1)=O)C1=CC=C(C=C1)F)=O)C (3-(4-Fluoro-phenyl)-2,4-dioxo-1,2,3,4-tetrahydro-pyrimidine-5-carboxylic acid [4-(6,7-dimethoxy-quinolin-4-yloxy)-3-methyl-phenyl]-amide). Reaction SMILES: [CH3:1][O:2][C:3]1[CH:4]=[C:5]2[C:10](=[CH:11][C:12]=1[O:13][CH3:14])[N:9]=[CH:8][CH:7]=[C:6]2[O:15][C:16]1[CH:21]=[CH:20][C:19]([NH2:22])=[CH:18][C:17]=1[CH3:23].[F:24][C:25]1[CH:30]=[CH:29][C:28]([N:31]2[C:36](=[O:37])[C:35]([C:38](O)=[O:39])=[CH:34][NH:33][C:32]2=[O:41])=[CH:27][CH:26]=1>>[CH3:1][O:2][C:3]1[CH:4]=[C:5]2[C:10](=[CH:11][C:12]=1[O:13][CH3:14])[N:9]=[CH:8][CH:7]=[C:6]2[O:15][C:16]1[CH:21]=[CH:20][C:19]([NH:22][C:38]([C:35]2[C:36](=[O:37])[N:31]([C:28]3[CH:29]=[CH:30][C:25]([F:24])=[CH:26][CH:27]=3)[C:32](=[O:41])[NH:33][CH:34]=2)=[O:39])=[CH:18][C:17]=1[CH3:23]. Procedure details: This compound was synthesized using 4-(6,7-dimethoxy-quinolin-4-yloxy)-3-methylphenylamine and 3-(4-fluorophenyl)-2,4-dioxo-1,2,3,4-tetrahydropyrimidine-5-carboxylic acid using the procedure for example 1. mp=240-242° C.; LCMS m/z=543 (M+1); 1H NMR (CDCl3) δ: 10.74 (s, 1H), 8.61 (s, 1H), 8.45 (d, 1H, J=5 Hz), 7.63-7.61 (m, 1H), 7.60 (s, 1H), 7.58-7.53 (m, 1H), 7.44 (s, 1H), 7.29-7.26 (m, 3H), 7.08 (d, 1H, J=10 Hz), 6.30 (d, 1H, J=5 Hz), 5.30 (s, 1H), 4.05 (d, 6H, J=5 Hz), 2.05 (s, 3H).